This data is from the Open Reaction Database (ORD), a public repository of structured organic reaction records. The task is: describe an organic reaction: reactants, conditions, products, and yield The reactants are [OH-].[Na+] (sodium hydroxide), N([C@@H](CCSC)C(=O)N[C@@H](CC(C)C)C(=O)NCC(=O)OCC)C(=O)OC(C)(C)C (BOC-Met-Leu-Gly-OEt), Cl (hydrochloric acid). Solvent: CO (methanol). Product: N([C@@H](CCSC)C(=O)N[C@@H](CC(C)C)C(=O)NCC(=O)O)C(=O)OC(C)(C)C (BOC-Met-Leu-Gly-OH). As a reaction SMILES: [NH:1]([C:24]([O:26][C:27]([CH3:30])([CH3:29])[CH3:28])=[O:25])[C@H:2]([C:7]([NH:9][C@H:10]([C:15]([NH:17][CH2:18][C:19]([O:21]CC)=[O:20])=[O:16])[CH2:11][CH:12]([CH3:14])[CH3:13])=[O:8])[CH2:3][CH2:4][S:5][CH3:6].[OH-].[Na+].Cl>CO>[NH:1]([C:24]([O:26][C:27]([CH3:29])([CH3:28])[CH3:30])=[O:25])[C@H:2]([C:7]([NH:9][C@H:10]([C:15]([NH:17][CH2:18][C:19]([OH:21])=[O:20])=[O:16])[CH2:11][CH:12]([CH3:14])[CH3:13])=[O:8])[CH2:3][CH2:4][S:5][CH3:6] |f:1.2|. Procedure details: 9.98 g of BOC-Met-Leu-Gly-OEt are dissolved in 300 ml of methanol. 57 ml of 0.59 N sodium hydroxide solution are added over the course of 45 minutes at room temperature and the mixture is stirred for a further hour. Thereafter the pH-value is adjusted to 7 with 0.68 N hydrochloric acid and the solution is evaporated to dryness. The residue is dissolved in ethyl acetate and water and the pH-value is brought to 2 by means of 0.68 N hydrochloric acid. The aqueous phase is extracted by shaking with ... The reactants are COc1ccc(SC2NC(=O)C2C(C)O[Si](C)(C)C(C)(C)C)cc1, Cl. Yields the product COc1ccc(SC2NC(=O)C2C(C)O)cc1. As a reaction SMILES: [C:1]([Si:2]([CH3:3])([CH3:4])[O:6][CH:7]([CH3:8])[CH:9]1[C:10](=[O:22])[NH:11][CH:12]1[S:13][c:14]1[cH:15][cH:16][c:17]([O:20][CH3:21])[cH:18][cH:19]1)([CH3:5])([CH3:23])[CH3:24].[ClH:25]>>[OH:6][CH:7]([CH3:8])[CH:9]1[C:10](=[O:22])[NH:11][CH:12]1[S:13][c:14]1[cH:15][cH:16][c:17]([O:20][CH3:21])[cH:18][cH:19]1. The reactants are Br.C(C1=CC=CC=C1)OC1=C(C=C2CCNC(C2=C1)C1(CC1)C1=C(C=CC=C1)Cl)OC (7-benzyloxy-1-[1-(2-chlorophenyl)cyclopropyl]-6-methoxy-1,2,3,4-tetrahydroisoquinoline hydrobromide), Br (hydrobromic acid), Cl (hydrochloric acid), C=O (formaldehyde), [Na] (Sodium). Run in CO (methanol), CO (methanol), CO (methanol). Run at temperature 10 celsius, time 2 hour. The product is Br.ClC1=C(C=CC=C1)C1(CC1)C1N(CCC2=CC(=C(C=C12)O)OC)C (1-[1-(2-chlorophenyl)cyclopropyl]-7-hydroxy-6-methoxy-2-methyl-1,2,3,4-tetrahydroisoquinoline hydrobromide). RXN SMILES: [BrH:1].C([O:9][C:10]1[CH:19]=[C:18]2[C:13]([CH2:14][CH2:15][NH:16][CH:17]2[C:20]2([C:23]3[CH:28]=[CH:27][CH:26]=[CH:25][C:24]=3[Cl:29])[CH2:22][CH2:21]2)=[CH:12][C:11]=1[O:30][CH3:31])C1C=CC=CC=1.[CH2:32]=O.[Na].Cl.Br>CO>[BrH:1].[Cl:29][C:24]1[CH:25]=[CH:26][CH:27]=[CH:28][C:23]=1[C:20]1([CH:17]2[C:18]3[C:13](=[CH:12][C:11]([O:30][CH3:31])=[C:10]([OH:9])[CH:19]=3)[CH2:14][CH2:15][N:16]2[CH3:32])[CH2:22][CH2:21]1 |f:0.1,7.8,^1:33|. Reported procedure: A mixture of 7-benzyloxy-1-[1-(2-chlorophenyl)cyclopropyl]-6-methoxy-1,2,3,4-tetrahydroisoquinoline hydrobromide (5 g prepared as described in Example RC14), methanol (100 ml) and 37% aqueous formaldehyde solution (5 ml) was cooled to 10° C. Sodium borohyride (2.5 g) was added and the mixture stirred at ambient temperature for 2 hours. The methanol was evaporated in vacuo and the residue partitioned between dilute aqueous sodium hydroxide solution (100 ml) and ether (2×100 ml). The organic layer... The reactants are BrCc1ccccc1, C1CCOC1, [H-], [Na+], CCCCOS(=O)(=O)C1CC(O)C1. Yields the product CCCCOS(=O)(=O)C1CC(OCc2ccccc2)C1. As a reaction SMILES: [Br:16][CH2:17][c:18]1[cH:19][cH:20][cH:21][cH:22][cH:23]1.[CH2:24]1[O:25][CH2:26][CH2:27][CH2:28]1.[H-:2].[Na+:1].[OH:3][CH:4]1[CH2:5][CH:6]([S:8](=[O:9])(=[O:10])[O:11][CH2:12][CH2:13][CH2:14][CH3:15])[CH2:7]1>>[O:3]([CH:4]1[CH2:5][CH:6]([S:8](=[O:9])(=[O:10])[O:11][CH2:12][CH2:13][CH2:14][CH3:15])[CH2:7]1)[CH2:17][c:18]1[cH:19][cH:20][cH:21][cH:22][cH:23]1. Reactants: ClCC1=CC=C(OC=2SC3=C(N2)C=CC(=C3)F)C=C1 (2-(4-chloromethyl-phenoxy)-6-fluoro-benzothiazole), Cl.C1N(CC2C1CNC2)C(=O)N (hexahydro-pyrrolo[3,4-c]pyrrole-2-carboxylic acid amide hydrochloride), C(=O)([O-])[O-].[Cs+].[Cs+] (Cs2CO3). Solvent: CN(C)C=O (DMF). Run at time 8 hour. Product: FC1=CC2=C(N=C(S2)OC2=CC=C(CN3CC4C(C3)CN(C4)C(=O)N)C=C2)C=C1 (5-[4-(6-Fluoro-benzothiazol-2-yloxy)-benzyl]-hexahydro-pyrrolo[3,4-c]pyrrole-2-carboxylic acid amide). Yield: 7.0%. RXN SMILES: Cl[CH2:2][C:3]1[CH:19]=[CH:18][C:6]([O:7][C:8]2[S:9][C:10]3[CH:16]=[C:15]([F:17])[CH:14]=[CH:13][C:11]=3[N:12]=2)=[CH:5][CH:4]=1.Cl.[CH2:21]1[CH:25]2[CH2:26][NH:27][CH2:28][CH:24]2[CH2:23][N:22]1[C:29]([NH2:31])=[O:30].C([O-])([O-])=O.[Cs+].[Cs+]>CN(C=O)C>[F:17][C:15]1[CH:14]=[CH:13][C:11]2[N:12]=[C:8]([O:7][C:6]3[CH:18]=[CH:19][C:3]([CH2:2][N:27]4[CH2:26][CH:25]5[CH2:21][N:22]([C:29]([NH2:31])=[O:30])[CH2:23][CH:24]5[CH2:28]4)=[CH:4][CH:5]=3)[S:9][C:10]=2[CH:16]=1 |f:1.2,3.4.5|. Procedure details: To a suspension of 2-(4-chloromethyl-phenoxy)-6-fluoro-benzothiazole (152 mg, 0.52 mmol), hexahydro-pyrrolo[3,4-c]pyrrole-2-carboxylic acid amide hydrochloride (110 mg, 0.57 mmol) and Cs2CO3 (676 mg, 2.08 mmol) in DMF (1 mL) was stirred at rt overnight. The resultant mixture was filtered and the residue purified via preparative reverse phase HPLC to afford the title compound (15 mg, 7%). MS (ESI): Mass calcd for C21H21N4O2SF, 412.1; m/z found, 413.1 [M+H]+; 1H NMR (400 MHz, CD3OD): 7.64 (dd, J=8...